From a dataset of the Open Reaction Database (ORD), a public repository of structured organic reaction records. describe an organic reaction: reactants, conditions, products, and yield Starting materials: CN(C=O)C (Dimethylformamide), [NH4+].[Cl-] (NH4Cl), C(C)(C)(C)OC(N)=O (carbamic acid tert-butyl ester), C[Li] (methyllithium), C1CCOC1 (THF), C(C)(C)(C)[Li] (tert-Butyllithium). Conditions: temperature -78 celsius, time 15 minute. The product is C(C)(C)(C)OC(N[C@@H](C)C1=CC(=CC=C1)C=O)=O ((S)-[1-(3-Formyl-phenyl)-ethyl]-carbamic acid tert-butyl ester). The yield is 96.0%. As a reaction SMILES: [C:1]([O:5][C:6](=[O:8])[NH2:7])([CH3:4])([CH3:3])[CH3:2].C[Li].[C:11]([Li])([CH3:14])([CH3:13])[CH3:12].[CH3:16]N(C)C=O.[NH4+].[Cl-].[CH2:23]1[CH2:27][O:26][CH2:25][CH2:24]1>>[C:1]([O:5][C:6](=[O:8])[NH:7][C@H:12]([C:11]1[CH:14]=[CH:25][CH:24]=[C:23]([CH:27]=[O:26])[CH:13]=1)[CH3:16])([CH3:4])([CH3:3])[CH3:2] |f:4.5|. Reported procedure: To a solution of (S)-1-(3-bromo-phenyl)-ethyl]-carbamic acid tert-butyl ester (2 g, 6.66 mmol) in THF (20 mL) at −78° C. was added methyllithium (4.72 mL, 1.4M in Et2O, 6.66 mmol), and the reaction mixture was stirred at −78° C. for 5 min. tert-Butyllithium (7.76 mL, 1.7 M in pentane, 13.32 mmol) was added, and the reaction mixture was stirred at −78° C. for 15 min. Dimethylformamide (1.7 mL, 13.32 mmol) was added rapidly, and the reaction mixture was warmed slowly to room temperature over a per...